From a dataset of the Open Reaction Database (ORD), a public repository of structured organic reaction records. describe an organic reaction: reactants, conditions, products, and yield The reactants are NC1=CC=C(C(=O)OC)C=C1 (methyl 4-aminobenzoate), II (iodine). The solvent is O=C(C)C=C(C)C (mesityl oxide). Yields the product COC(=O)C=1C=C2C(=CC(NC2=CC1)(C)C)C (1,2-dihydro-2,2,4-trimethylquinoline-6-carboxylic acid methyl ester). RXN SMILES: [NH2:1][C:2]1[CH:11]=[CH:10][C:5]([C:6]([O:8][CH3:9])=[O:7])=[CH:4][CH:3]=1.II>O=C(C=C(C)C)C>[CH3:9][O:8][C:6]([C:5]1[CH:10]=[C:11]2[C:2](=[CH:3][CH:4]=1)[NH:1][C:5]([CH3:10])([CH3:6])[CH:4]=[C:3]2[CH3:2])=[O:7]. Procedure: Skraup reaction of methyl 4-aminobenzoate (5.0 g) and iodine (1.7 g) in mesityl oxide (25 ml) was performed according to the method described in example 1. Starting materials: C1=C(C=C(C=C1C(F)(F)F)O)C(F)(F)F (3,5-ditrifluoromethylphenol), [OH-].[K+] (potassium hydroxide), CN(C=O)C (N,N-dimethylformamide), BrCCCC(=O)OCC (ethyl 4-bromobutyrate). Run in O (water), C(C)OCC (ethyl ether), O (water). Run at temperature 25 celsius, time 15 minute. Yields the product FC(C=1C=C(OCCCC(=O)OCC)C=C(C1)C(F)(F)F)(F)F (ethyl 4-[3,5-bis(trifluoromethyl)phenoxy]butyrate). Isolated yield 95.0%. RXN SMILES: [CH:1]1[C:6]([C:7]([F:10])([F:9])[F:8])=[CH:5][C:4]([OH:11])=[CH:3][C:2]=1[C:12]([F:15])([F:14])[F:13].[OH-].[K+].CN(C)C=O.Br[CH2:24][CH2:25][CH2:26][C:27]([O:29][CH2:30][CH3:31])=[O:28]>C(OCC)C.O>[F:15][C:12]([F:13])([F:14])[C:2]1[CH:3]=[C:4]([CH:5]=[C:6]([C:7]([F:9])([F:8])[F:10])[CH:1]=1)[O:11][CH2:24][CH2:25][CH2:26][C:27]([O:29][CH2:30][CH3:31])=[O:28] |f:1.2|. Reported procedure: To a stirred solution containing 11.5 g (0.05 mole) of 3,5-ditrifluoromethylphenol, 3.3 g (0.05 mole) of 85% potassium hydroxide, 200 ml of N,N-dimethylformamide and 10 ml of water, 0.055 mole of ethyl 4-bromobutyrate was added in one portion. The stirred reaction mixture was heated at 80°-90° C. for 24 hours. After cooling to 25° C., 500 ml of water and 500 ml of ethyl ether were added; and stirring was continued for 15 minutes. The separated ether layer was washed with water until neutral to l... Starting materials: Cc1c(C=O)c(=O)n(-c2ccccc2)n1C, [K+], [K+], O=[Mn](=O)(=O)[O-], [OH-], O. Product: Cc1c(C(=O)O)c(=O)n(-c2ccccc2)n1C. RXN SMILES: [CH3:1][n:2]1[n:3](-[c:11]2[cH:12][cH:13][cH:14][cH:15][cH:16]2)[c:4](=[O:10])[c:5]([CH:8]=[O:9])[c:6]1[CH3:7].[K+:22].[K+:24].[Mn:17](=[O:18])([O-:19])(=[O:20])=[O:21].[OH-:23].[OH2:25]>>[CH3:1][n:2]1[n:3](-[c:11]2[cH:12][cH:13][cH:14][cH:15][cH:16]2)[c:4](=[O:10])[c:5]([C:8](=[O:9])[OH:18])[c:6]1[CH3:7]. The reactants are FC1=CC=C(C=C1)N1N=CC2=CC(=CC=C12)O[C@@H]([C@H](C)N)C1=CC(=CC=C1)OC ((1R,2S)-1-[1-(4-fluorophenyl)-indazol-5-yl]oxy-1-(3-methoxyphenyl)-propan-2-amine), C(C)(C)(C)NC(C(=O)O)=O (2-(tert-butylamino)-2-oxoacetic acid). Yields the product FC1=CC=C(C=C1)N1N=CC2=CC(=CC=C12)O[C@@H]([C@H](C)NC(=O)C(=O)NC(C)(C)C)C1=CC(=CC=C1)OC (N-[(1R,2S)-1-[1-(4-Fluorophenyl)indazol-5-yl]oxy-1-(3-methoxyphenyl)propan-2-yl]-N′-tert-butyl-oxamide). Reaction SMILES: [F:1][C:2]1[CH:7]=[CH:6][C:5]([N:8]2[C:16]3[C:11](=[CH:12][C:13]([O:17][C@H:18]([C:22]4[CH:27]=[CH:26][CH:25]=[C:24]([O:28][CH3:29])[CH:23]=4)[C@@H:19]([NH2:21])[CH3:20])=[CH:14][CH:15]=3)[CH:10]=[N:9]2)=[CH:4][CH:3]=1.[C:30]([NH:34][C:35](=[O:39])[C:36](O)=[O:37])([CH3:33])([CH3:32])[CH3:31]>>[F:1][C:2]1[CH:3]=[CH:4][C:5]([N:8]2[C:16]3[C:11](=[CH:12][C:13]([O:17][C@H:18]([C:22]4[CH:27]=[CH:26][CH:25]=[C:24]([O:28][CH3:29])[CH:23]=4)[C@@H:19]([NH:21][C:36]([C:35]([NH:34][C:30]([CH3:33])([CH3:32])[CH3:31])=[O:39])=[O:37])[CH3:20])=[CH:14][CH:15]=3)[CH:10]=[N:9]2)=[CH:6][CH:7]=1. Procedure details: Prepared as described in Example 76 using (1R,2S)-1-[1-(4-fluorophenyl)-indazol-5-yl]oxy-1-(3-methoxyphenyl)-propan-2-amine (51 mg, 0.13 mmol) and 2-(tert-butylamino)-2-oxoacetic acid (19 mg, 0.13 mmol). Yield 53 mg (78%). The reactants are FC1=C(C=C(C(=C1)Cl)OC1CCCC1)N1C(C2=C(C1=O)CCCC2)=O (N-(2-Fluoro-4-chloro-5-cyclopentyloxyphenyl)-3,4,5,6-tetrahydrophthalimide), N (ammonia). Run in O1CCCC1 (tetrahydrofuran). Run at time 1 hour. Yields the product FC1=C(C=C(C(=C1)Cl)OC1CCCC1)NC(C1=C(C(=O)N)CCCC1)=O (N-(2-fluoro-4-chloro-5-cyclopentyloxyphenyl)-3,4,5,6-tetrahydrophthalamide). Yield: 38.2%. Reaction SMILES: [F:1][C:2]1[CH:7]=[C:6]([Cl:8])[C:5]([O:9][CH:10]2[CH2:14][CH2:13][CH2:12][CH2:11]2)=[CH:4][C:3]=1[N:15]1[C:19](=[O:20])[C:18]2[CH2:21][CH2:22][CH2:23][CH2:24][C:17]=2[C:16]1=[O:25].[NH3:26]>O1CCCC1>[F:1][C:2]1[CH:7]=[C:6]([Cl:8])[C:5]([O:9][CH:10]2[CH2:14][CH2:13][CH2:12][CH2:11]2)=[CH:4][C:3]=1[NH:15][C:16](=[O:25])[C:17]1[CH2:24][CH2:23][CH2:22][CH2:21][C:18]=1[C:19]([NH2:26])=[O:20]. Procedure details: N-(2-Fluoro-4-chloro-5-cyclopentyloxyphenyl)-3,4,5,6-tetrahydrophthalimide (1.00 g, 2.75 mmol) and tetrahydrofuran (20 ml) as a solvent were placed into a round bottom flask (50 cc), and an excess amount of 25% aqueous ammonia was poured into the mixture, followed by stirring for one hour at room temperature. After completion of the reaction, the solvent was distilled off under reduced pressure, and the precipitated crystals were isolated by filtration. The crystals were washed with hexane and d... Reactants: CCOC(C)=O, CO, COC(=O)Cc1ccc(CC(NC=O)c2cccnc2)cc1, [Cl-], [Na+], C1COCCO1, O=S(=O)(O)O. Yields the product COC(=O)Cc1ccc(CC(N)c2cccnc2)cc1. Reaction SMILES: [CH3:30][CH2:31][O:32][C:33](=[O:34])[CH3:35].[CH3:42][OH:43].[CH:1](=[O:2])[NH:3][CH:4]([CH2:5][c:6]1[cH:7][cH:8][c:9]([CH2:12][C:13](=[O:14])[O:15][CH3:16])[cH:10][cH:11]1)[c:17]1[cH:18][n:19][cH:20][cH:21][cH:22]1.[Cl-:29].[Na+:28].[O:36]1[CH2:37][CH2:38][O:39][CH2:40][CH2:41]1.[S:23](=[O:24])(=[O:25])([OH:26])[OH:27]>>[NH2:3][CH:4]([CH2:5][c:6]1[cH:7][cH:8][c:9]([CH2:12][C:13](=[O:14])[O:15][CH3:16])[cH:10][cH:11]1)[c:17]1[cH:18][n:19][cH:20][cH:21][cH:22]1. Starting materials: C[Si](CCOCN1C(=NC2=C1C=CC=C2)C=O)(C)C (1-(2-trimethylsilylethoxymethyl)-1H-benzimidazole-2-carbaldehyde), FC1=C(C=CC(=C1)F)OC (2,4-difluoro-1-methoxybenzene), solution, C(C)(C)[N-]C(C)C.[Li+] (lithium diisopropylamide). Solvent: O1CCCC1 (tetrahydrofuran), C1CCOC1 (THF), O1CCCC1 (tetrahydrofuran). Yields the product FC1=C(C(=CC=C1OC)F)C(O)C1=NC2=C(N1COCC[Si](C)(C)C)C=CC=C2 ((2,6-difluoro-3-methoxyphenyl)[1-(2-trimethylsilylethoxymethyl)-1H-benzimidazol-2-yl]methanol). Reaction SMILES: [F:1][C:2]1[CH:7]=[C:6]([F:8])[CH:5]=[CH:4][C:3]=1[O:9][CH3:10].C([N-]C(C)C)(C)C.[Li+].[CH3:19][Si:20]([CH3:37])([CH3:36])[CH2:21][CH2:22][O:23][CH2:24][N:25]1[C:29]2[CH:30]=[CH:31][CH:32]=[CH:33][C:28]=2[N:27]=[C:26]1[CH:34]=[O:35]>O1CCCC1>[F:1][C:2]1[C:3]([O:9][CH3:10])=[CH:4][CH:5]=[C:6]([F:8])[C:7]=1[CH:34]([C:26]1[N:25]([CH2:24][O:23][CH2:22][CH2:21][Si:20]([CH3:36])([CH3:37])[CH3:19])[C:29]2[CH:30]=[CH:31][CH:32]=[CH:33][C:28]=2[N:27]=1)[OH:35] |f:1.2|. Reported procedure: To a solution of 2,4-difluoro-1-methoxybenzene (156 mg) in tetrahydrofuran (5 mL) at −78° C. is added a 2M solution of lithium diisopropylamide in THF (540 μL). After stirring for 45 min a solution of 1-(2-trimethylsilylethoxymethyl)-1H-benzimidazole-2-carbaldehyde (which can be prepared according to US2003/220341 or U.S. Pat. No. 6,476,041 for example) (300 mg) in tetrahydrofuran (5 mL) is added at −78° C. and the reaction mixture allowed to warm to room temperature. After hydrolysis with aqueo... The reactants are COC1=NS(N=C1OC)(=O)=O (3,4-dimethoxy-1,2,5-thiadiazole 1,1-dioxide), N(C(=N)N)C1=NC(=NO1)CSCCN (2-[(5-guanidino-1,2,4-oxadiazol-3-yl)methylthio]ethylamine), CN (methylamine). Yields the product N(C(=N)N)C1=NC(=NO1)CSCCNC1=NS(N=C1NC)(=O)=O (3-{2-[(5-Guanidino-1,2,4-oxadiazol-3-yl)methylthio]ethylamino}-4-methylamino-1,2,5-thiadiazole 1,1-dioxide). Reaction SMILES: CO[C:3]1[C:7](OC)=[N:6][S:5](=[O:11])(=[O:10])[N:4]=1.[NH:12]([C:16]1[O:20][N:19]=[C:18]([CH2:21][S:22][CH2:23][CH2:24][NH2:25])[N:17]=1)[C:13]([NH2:15])=[NH:14].[CH3:26][NH2:27]>>[NH:12]([C:16]1[O:20][N:19]=[C:18]([CH2:21][S:22][CH2:23][CH2:24][NH:25][C:7]2[C:3]([NH:27][CH3:26])=[N:4][S:5](=[O:10])(=[O:11])[N:6]=2)[N:17]=1)[C:13]([NH2:15])=[NH:14]. Reported procedure: When a methanolic solution of 3,4-dimethoxy-1,2,5-thiadiazole 1,1-dioxide is successively treated with an equimolar amount of 2-[(5-guanidino-1,2,4-oxadiazol-3-yl)methylthio]ethylamine [prepared according to the procedure described in published European Patent Application 6286] and excess methylamine, the title compound is thereby produced. Starting materials: C(=O)(N1C=NC=C1)N1C=NC=C1 (1,1'-carbonyldiimidazole), FC(C=1C=CC(=NC1)OC1=CC=C(C=C1)CC(=O)O)(F)F (4-[(5-trifluoromethylpyridin-2-yl)oxy]phenylacetic acid), NC1=C(C(=NC=C1)CC)Cl (4-amino-3-chloro-2-ethylpyridine). Run in 4dioxane. Yields the product ClC=1C(=NC=CC1NC(CC1=CC=C(C=C1)OC1=NC=C(C=C1)C(F)(F)F)=O)CC (N-(3-chloro-2-ethylpyridin-4-yl)-4-[(5-trifluoromethylpyridin-2-yl)oxy]phenylacetamide). The yield is 59.9%. As a reaction SMILES: [F:1][C:2]([F:21])([F:20])[C:3]1[CH:4]=[CH:5][C:6]([O:9][C:10]2[CH:15]=[CH:14][C:13]([CH2:16][C:17]([OH:19])=O)=[CH:12][CH:11]=2)=[N:7][CH:8]=1.C(N1C=CN=C1)(N1C=CN=C1)=O.[NH2:34][C:35]1[CH:40]=[CH:39][N:38]=[C:37]([CH2:41][CH3:42])[C:36]=1[Cl:43]>>[Cl:43][C:36]1[C:37]([CH2:41][CH3:42])=[N:38][CH:39]=[CH:40][C:35]=1[NH:34][C:17](=[O:19])[CH2:16][C:13]1[CH:12]=[CH:11][C:10]([O:9][C:6]2[CH:5]=[CH:4][C:3]([C:2]([F:1])([F:21])[F:20])=[CH:8][N:7]=2)=[CH:15][CH:14]=1. Procedure: 3.6 g (12.1 mmol) of 4-[(5-trifluoromethylpyridin-2-yl)oxy]phenylacetic acid was dissolved in 20 ml of 4dioxane, and the solution was stirred at room temperature. Then, 2.4 g (14.8 mmol) of 1,1'-carbonyldiimidazole was gradually added thereto, and the mixture was stirred for one hour at room temperature. Then, 1.8 g (11.5 mmol) of 4-amino-3-chloro-2-ethylpyridine was added thereto, and the mixture was refluxed under heating for 30 minutes. The reaction solution was concentrated, and the residue ... Reactants: C#CC1(O)CCC2C3CCC4=CC(=O)CCC4(C)C3=CCC21C, C1CCOC1, CO, O, O=S(=O)(O)O. The product is CC(=O)C1(O)CCC2C3CCC4=CC(=O)CCC4(C)C3=CCC21C. RXN SMILES: [C:6](#[CH:7])[C:8]1([OH:28])[C:9]2([CH3:10])[CH:11]([CH2:12][CH2:13]1)[CH:14]1[CH2:15][CH2:16][C:17]3=[CH:18][C:19](=[O:27])[CH2:20][CH2:21][C:22]3([CH3:23])[C:24]1=[CH:25][CH2:26]2.[CH2:30]1[O:31][CH2:32][CH2:33][CH2:34]1.[CH3:35][OH:36].[OH2:29].[S:1]([OH:2])(=[O:3])(=[O:4])[OH:5]>>[O:2]=[C:6]([CH3:7])[C:8]1([OH:28])[C:9]2([CH3:10])[CH:11]([CH2:12][CH2:13]1)[CH:14]1[CH2:15][CH2:16][C:17]3=[CH:18][C:19](=[O:27])[CH2:20][CH2:21][C:22]3([CH3:23])[C:24]1=[CH:25][CH2:26]2.